This data is from the Open Reaction Database (ORD), a public repository of structured organic reaction records. The task is: describe an organic reaction: reactants, conditions, products, and yield Starting materials: COC1=C(C=O)C=CC=C1OC (2,3-Dimethoxy-benzaldehyde), [N+](=O)([O-])C (nitromethane). The product is COC1=C(C(=CC=C1)C=C[N+](=O)[O-])OC (1,2-Dimethoxy-3-(2-nitro-vinyl)-benzene). Reaction SMILES: [CH3:1][O:2][C:3]1[C:10]([O:11][CH3:12])=[CH:9][CH:8]=[CH:7][C:4]=1[CH:5]=O.[N+:13]([CH3:16])([O-:15])=[O:14]>>[CH3:12][O:11][C:10]1[CH:9]=[CH:8][CH:7]=[C:4]([CH:5]=[CH:16][N+:13]([O-:15])=[O:14])[C:3]=1[O:2][CH3:1]. Reported procedure: In close analogy to the procedure described above, 2,3-Dimethoxy-benzaldehyde is reacted with nitromethane to provide the title compound. The reactants are C(C)OC(COCC(C(F)(F)F)(NC(=O)OC(C)(C)C)C1=CC(=CC=C1)Br)=O ([2-(3-bromo-phenyl)-2-tert-butoxycarbonylamino-3,3,3-trifluoro-propoxy]-acetic acid ethyl ester), Cl.O1CCOCC1 (HCl dioxane). Solvent: C(Cl)Cl (DCM). Reaction conditions: time 8 hour. Yields the product C(C)OC(COCC(C(F)(F)F)(C1=CC(=CC=C1)Br)N)=O ([2-Amino-2-(3-bromo-phenyl)-3,3,3-trifluoro-propoxy]-acetic acid ethyl ester). As a reaction SMILES: [CH2:1]([O:3][C:4](=[O:28])[CH2:5][O:6][CH2:7][C:8]([C:21]1[CH:26]=[CH:25][CH:24]=[C:23]([Br:27])[CH:22]=1)([NH:13]C(OC(C)(C)C)=O)[C:9]([F:12])([F:11])[F:10])[CH3:2].Cl.O1CCOCC1>C(Cl)Cl>[CH2:1]([O:3][C:4](=[O:28])[CH2:5][O:6][CH2:7][C:8]([NH2:13])([C:21]1[CH:26]=[CH:25][CH:24]=[C:23]([Br:27])[CH:22]=1)[C:9]([F:10])([F:12])[F:11])[CH3:2] |f:1.2|. Procedure details: A solution of 1.4 g (2.47 mmol) [2-(3-bromo-phenyl)-2-tert-butoxycarbonylamino-3,3,3-trifluoro-propoxy]-acetic acid ethyl ester in 5 ml DCM was treated with 3.74 ml 4N HCl/dioxane. After standing overnight the mixture was evaporated, taken up in EtOAc and washed with 10% aqueous NaHCO3. The organic phase was washed with brine, dried with Na2SO4 and purified via chromatography on silica gel (c-hexane/10-15% EtOAc) to give the desired product as a colorless resin. The reactants are ClCCC1(C2=CC=CC=C2SC=2C=CC=CC12)CCCl (9,9-bis(2'-chloroethyl)thioxanthene), C(C1=CC=CC=C1)N (benzylamine), Cl (hydrochloric acid). Solvent: O (water). Product: C(C1=CC=CC=C1)N1CCC2(CC1)C1=CC=CC=C1SC=1C=CC=CC12 (1'-benzylthioxanthene-9-spiro-4'-piperidine). Reaction SMILES: Cl[CH2:2][CH2:3][C:4]1([CH2:18][CH2:19]Cl)[C:17]2[CH:16]=[CH:15][CH:14]=[CH:13][C:12]=2[S:11][C:10]2[C:5]1=[CH:6][CH:7]=[CH:8][CH:9]=2.[CH2:21]([NH2:28])[C:22]1[CH:27]=[CH:26][CH:25]=[CH:24][CH:23]=1.Cl>O>[CH2:21]([N:28]1[CH2:19][CH2:18][C:4]2([C:17]3[CH:16]=[CH:15][CH:14]=[CH:13][C:12]=3[S:11][C:10]3[C:5]2=[CH:6][CH:7]=[CH:8][CH:9]=3)[CH2:3][CH2:2]1)[C:22]1[CH:27]=[CH:26][CH:25]=[CH:24][CH:23]=1. Reported procedure: A mixture of 9,9-bis(2'-chloroethyl)thioxanthene (3.4 g.) and benzylamine (10 ml.) is heated under reflux for 2 hours, cooled diluted with water (100 ml.) and acidified with concentrated hydrochloric acid. The liquid is decanted from the residual gum which is triturated with water (200 ml.) when it solidifies. The solid is crystallised from ethanol to give 1'-benzylthioxanthene-9-spiro-4'-piperidine, m.p. 248° C. Addition of ether to the ethanolic filtrate remaining after removal, by filtration,...